Dataset: the Open Reaction Database (ORD), a public repository of structured organic reaction records. Task: describe an organic reaction: reactants, conditions, products, and yield Reactants: FC1=C(C(=CC=C1)I)C1=NN=NN1 (5-(2-fluoro-6-iodophenyl)-1H-tetrazole), C([O-])([O-])=O.[K+].[K+] (potassium carbonate), IC (iodomethane). Run in CN(C)C=O (DMF). Conditions: time 3 hour. The product is FC1=C(C(=CC=C1)I)C=1N=NN(N1)C (5-(2-fluoro-6-iodophenyl)-2-methyl-2H-tetrazole). RXN SMILES: [F:1][C:2]1[CH:7]=[CH:6][CH:5]=[C:4]([I:8])[C:3]=1[C:9]1[NH:13][N:12]=[N:11][N:10]=1.[C:14](=O)([O-])[O-].[K+].[K+].IC>CN(C=O)C>[F:1][C:2]1[CH:7]=[CH:6][CH:5]=[C:4]([I:8])[C:3]=1[C:9]1[N:10]=[N:11][N:12]([CH3:14])[N:13]=1 |f:1.2.3|. Procedure details: A mixture of 5-(2-fluoro-6-iodophenyl)-1H-tetrazole (23.48 g, 80.97 mmol), potassium carbonate (16.79 g, 0.121 mol), and iodomethane (16.09 g, 0.113 mol) in 25 mL DMF was stirred at room temperature for 3 hours. The mixture was partitioned between ethyl acetate and water, and the organic extract was washed with water and brine, dried over Na2SO4, filtered and concentrated under vacuum. The residue was subjected to silica gel chromatography eluted with 0-10% ethyl acetate in hexanes to provide 5-... The reactants are ClC1=C(C=C(C=N1)C=1C=CC=2N=CN=C(C2N1)NC1CCN(CC1)C(=O)OC(C)(C)C)NS(=O)(=O)C1=C(C=C(C=C1)F)F (tert-butyl 4-(6-(6-chloro-5-(2,4-difluorophenylsulfonamido)pyridin-3-yl)pyrido[3,2-d]pyrimidin-4-ylamino)piperidine-1-carboxylate), C(=O)(C(F)(F)F)O (TFA). Solvent: C(Cl)Cl (DCM). Run at time 4 hour. Yields the product ClC1=NC=C(C=C1NS(=O)(=O)C1=C(C=C(C=C1)F)F)C=1C=CC=2N=CN=C(C2N1)NC1CCNCC1 (N-(2-chloro-5-(4-(piperidin-4-ylamino)pyrido[3,2-d]pyrimidin-6-yl)pyridine-3-yl)-2,4-difluorobenzenesulfonamide). The yield is 88.3%. RXN SMILES: [Cl:1][C:2]1[N:7]=[CH:6][C:5]([C:8]2[CH:9]=[CH:10][C:11]3[N:12]=[CH:13][N:14]=[C:15]([NH:18][CH:19]4[CH2:24][CH2:23][N:22](C(OC(C)(C)C)=O)[CH2:21][CH2:20]4)[C:16]=3[N:17]=2)=[CH:4][C:3]=1[NH:32][S:33]([C:36]1[CH:41]=[CH:40][C:39]([F:42])=[CH:38][C:37]=1[F:43])(=[O:35])=[O:34].C(O)(C(F)(F)F)=O>C(Cl)Cl>[Cl:1][C:2]1[C:3]([NH:32][S:33]([C:36]2[CH:41]=[CH:40][C:39]([F:42])=[CH:38][C:37]=2[F:43])(=[O:34])=[O:35])=[CH:4][C:5]([C:8]2[CH:9]=[CH:10][C:11]3[N:12]=[CH:13][N:14]=[C:15]([NH:18][CH:19]4[CH2:24][CH2:23][NH:22][CH2:21][CH2:20]4)[C:16]=3[N:17]=2)=[CH:6][N:7]=1. Reported procedure: To a solution of tert-butyl 4-(6-(6-chloro-5-(2,4-difluorophenylsulfonamido)pyridin-3-yl)pyrido[3,2-d]pyrimidin-4-ylamino)piperidine-1-carboxylate (1.28 g, 2.03 mmol) in DCM (20 mL) was added TFA (3.10 mL, 40.5 mmol) at 0° C. The reaction mixture was stirred for 4 h at room temperature and removed the solvent in vacuo. DCM was poured into the residue, and neutralized with aq. Na2HCO3. The resulting solid was filtered and washed with MeOH and EtOAc to give N-(2-chloro-5-(4-(piperidin-4-ylamino)py... Starting materials: C[SiH](C)OC(C#CC(=O)O)C(C)(C)C, CN1CCOCC1, CC(C)COC(=O)Cl, N#Cc1cnc2ccc(N)cc2c1Nc1cccc(Br)c1, C1CCOC1, c1ccncc1. Yields the product C[SiH](C)OC(C#CC(=O)Nc1ccc2ncc(C#N)c(Nc3cccc(Br)c3)c2c1)C(C)(C)C. As a reaction SMILES: [C:9]([CH3:10])([CH3:11])([CH3:12])[CH:13]([C:14]#[C:15][C:16](=[O:17])[OH:18])[O:19][SiH:20]([CH3:21])[CH3:22].[CH3:23][N:24]1[CH2:25][CH2:26][O:27][CH2:28][CH2:29]1.[Cl:1][C:2]([O:3][CH2:4][CH:5]([CH3:6])[CH3:7])=[O:8].[NH2:30][c:31]1[cH:32][c:33]2[c:34]([NH:43][c:44]3[cH:45][c:46]([Br:50])[cH:47][cH:48][cH:49]3)[c:35]([C:41]#[N:42])[cH:36][n:37][c:38]2[cH:39][cH:40]1.[O:51]1[CH2:52][CH2:53][CH2:54][CH2:55]1.[cH:56]1[cH:57][cH:58][n:59][cH:60][cH:61]1>>[C:9]([CH3:10])([CH3:11])([CH3:12])[CH:13]([C:14]#[C:15][C:16](=[O:18])[NH:30][c:31]1[cH:32][c:33]2[c:34]([NH:43][c:44]3[cH:45][c:46]([Br:50])[cH:47][cH:48][cH:49]3)[c:35]([C:41]#[N:42])[cH:36][n:37][c:38]2[cH:39][cH:40]1)[O:19][SiH:20]([CH3:21])[CH3:22].